This data is from the Open Reaction Database (ORD), a public repository of structured organic reaction records. The task is: describe an organic reaction: reactants, conditions, products, and yield Reactants: CC(C)[Si](C#Cc1ccc(C(O)c2cc(Br)ccc2F)cc1)(C(C)C)C(C)C, CC[SiH](CC)CC, ClCCl, O=C(O)C(F)(F)F. Product: CC(C)[Si](C#Cc1ccc(Cc2cc(Br)ccc2F)cc1)(C(C)C)C(C)C. As a reaction SMILES: [Br:1][c:2]1[cH:3][cH:4][c:5]([F:28])[c:6]([CH:8]([OH:9])[c:10]2[cH:11][cH:12][c:13]([C:16]#[C:17][Si:18]([CH:19]([CH3:20])[CH3:21])([CH:22]([CH3:23])[CH3:24])[CH:25]([CH3:26])[CH3:27])[cH:14][cH:15]2)[cH:7]1.[CH2:29]([SiH:30]([CH2:31][CH3:32])[CH2:33][CH3:34])[CH3:35].[Cl:43][CH2:44][Cl:45].[OH:36][C:37]([C:38]([F:39])([F:40])[F:41])=[O:42]>>[Br:1][c:2]1[cH:3][cH:4][c:5]([F:28])[c:6]([CH2:8][c:10]2[cH:11][cH:12][c:13]([C:16]#[C:17][Si:18]([CH:19]([CH3:20])[CH3:21])([CH:22]([CH3:23])[CH3:24])[CH:25]([CH3:26])[CH3:27])[cH:14][cH:15]2)[cH:7]1. The reactants are C(=O)(O)C12CC3CC(CC(C1)C3)C2 (1-carboxyadamantane), C(=O)(O)C12CC3CC(CC(C1)C3)C2 (1-carboxyadamantane), C(=O)(C)C(=O)C (biacetyl), ON1C(C=2C(C1=O)=CC=CC2)=O (N-hydroxyphthalimide). Reagents/catalysts: C(C)(=O)[O-].[Co+2].C(C)(=O)[O-] (cobalt (II) acetate). The solvent is C(C)(=O)O (acetic acid). Run at temperature 75 celsius, time 6 hour. The product is C(C)(=O)C12CC3(CC(CC(C1)C3)C2)C(=O)O (1-acetyl-3-carboxyadamantane), C(C)(=O)C12CC3(CC(CC(C1)C3)(C2)O)C(=O)O (1-acetyl-3-carboxy-5-adamantanol). The yield is 24.0%. RXN SMILES: [C:1]([C:4]12[CH2:13][CH:8]3[CH2:9][CH:10]([CH2:12][CH:6]([CH2:7]3)[CH2:5]1)[CH2:11]2)([OH:3])=[O:2].[C:14]([C:17]([CH3:19])=[O:18])([CH3:16])=[O:15].[OH:20]N1C(=O)C2=CC=CC=C2C1=O>C([O-])(=O)C.[Co+2].C([O-])(=O)C.C(O)(=O)C>[C:14]([C:10]12[CH2:12][CH:6]3[CH2:7][CH:8]([CH2:13][C:4]([C:1]([OH:3])=[O:2])([CH2:5]3)[CH2:11]1)[CH2:9]2)(=[O:15])[CH3:16].[C:17]([C:14]12[CH2:12][C:6]3([OH:20])[CH2:7][CH:8]([CH2:13][C:4]([C:1]([OH:3])=[O:2])([CH2:5]3)[CH2:16]1)[CH2:9]2)(=[O:18])[CH3:19] |f:3.4.5|. Procedure: A mixture of 3 mmol of 1-carboxyadamantane, 18 mmol of biacetyl, 0.3 mmol of N-hydroxyphthalimide, 0.015 mmol of cobalt (II) acetate, and 3 ml of acetic acid was stirred at 75° C. under an oxygen atmosphere (1 atm) for 6 hours. Gas chromatographic analysis of products in the reaction mixture demonstrated that 1-carboxyadamantane was converted, at a rate of 92%, to 1-acetyl-3-carboxyadamantane (yield 46%), and 1-acetyl-3-carboxy-5-adamantanol (yield 24%). Starting materials: C1(=CC=CC=C1)OC#N (phenyl cyanate), BrC(=CC(C)(C)C1=CC=C(C=C1)Cl)Br (1,1-dibromo-3-(p-chlorophenyl)-3-methyl-1-butene), C(CCC)[Li] (n-butyllithium), solution. The solvent is O1CCCC1 (tetrahydrofuran), O1CCCC1 (tetrahydrofuran), CCCCCC (hexane), C(C)(=O)OCC (ethyl acetate), [OH-].[Na+] (sodium hydroxide). Conditions: temperature 10 celsius, time 8 hour. Yields the product ClC1=CC=C(C=C1)C(C#CC#N)(C)C (4-(p-Chlorophenyl)-4-methyl-2-pentynenitrile). Isolated yield 81.3%. Reaction SMILES: Br[C:2](Br)=[CH:3][C:4]([C:7]1[CH:12]=[CH:11][C:10]([Cl:13])=[CH:9][CH:8]=1)([CH3:6])[CH3:5].C([Li])CCC.C1(O[C:27]#[N:28])C=CC=CC=1>O1CCCC1.CCCCCC.C(OCC)(=O)C.[OH-].[Na+]>[Cl:13][C:10]1[CH:11]=[CH:12][C:7]([C:4]([CH3:6])([CH3:5])[C:3]#[C:2][C:27]#[N:28])=[CH:8][CH:9]=1 |f:6.7|. Procedure: A solution of 1,1-dibromo-3-(p-chlorophenyl)-3-methyl-1-butene (38.5 g, 0.113 mol) in tetrahydrofuran is treated with n-butyllithium (0.25 mol, 100 mL of a 2.5M solution in hexane) under nitrogen over 45 minutes while maintaining the temperature below -65° C., stirred overnight at dry ice/acetone bath temperature, treated dropwise with a solution of phenyl cyanate (14.89 g, 0.125 mol) in tetrahydrofuran over 30 minutes at -65° C. to -70° C., allowed to warm to 10° C., and diluted with ethyl acet...